Task: describe an organic reaction: reactants, conditions, products, and yield. Dataset: the Open Reaction Database (ORD), a public repository of structured organic reaction records The reactants are C(CCCCCCC)OC1=CC=C(C=C1)C1CNCCO1 (2-(4-Octyloxy-phenyl)-morpholine), C(C)(C)(C)OC(CCCBr)=O (4-bromo-butyric acid tert-butyl ester), [I-].[K+] (potassium iodide), C(=O)([O-])[O-].[K+].[K+] (K2CO3). The solvent is CC#N (CH3CN). The product is C(C)(C)(C)OC(CCCN1CC(OCC1)C1=CC=C(C=C1)OCCCCCCCC)=O (4-[2-(4-octyloxy-phenyl)-morpholin-4-yl]-butyric acid tert-butyl ester). The yield is 84.3%. RXN SMILES: [CH2:1]([O:9][C:10]1[CH:15]=[CH:14][C:13]([CH:16]2[O:21][CH2:20][CH2:19][NH:18][CH2:17]2)=[CH:12][CH:11]=1)[CH2:2][CH2:3][CH2:4][CH2:5][CH2:6][CH2:7][CH3:8].[C:22]([O:26][C:27](=[O:32])[CH2:28][CH2:29][CH2:30]Br)([CH3:25])([CH3:24])[CH3:23].[I-].[K+].C([O-])([O-])=O.[K+].[K+]>CC#N>[C:22]([O:26][C:27](=[O:32])[CH2:28][CH2:29][CH2:30][N:18]1[CH2:19][CH2:20][O:21][CH:16]([C:13]2[CH:12]=[CH:11][C:10]([O:9][CH2:1][CH2:2][CH2:3][CH2:4][CH2:5][CH2:6][CH2:7][CH3:8])=[CH:15][CH:14]=2)[CH2:17]1)([CH3:25])([CH3:24])[CH3:23] |f:2.3,4.5.6|. Reported procedure: 2-(4-Octyloxy-phenyl)-morpholine (1.50 g; 5.2 mmol), 4-bromo-butyric acid tert-butyl ester (1.38 g; 6.2 mmol) (prepared according to C. Morin, M. Vidal Tetrahedron, 1992, 48(42), 9277), potassium iodide (1.03 g; 6.2 mmol), K2CO3 (1.42 g; 10.29 mmol), and CH3CN (15 mL) were mixed and heated under reflux for 2 hours. After cooling to RT the reaction mixture was concentrated in vacuo, dissolved in EtOAc, washed with 5% aqueous NaHCO3 solution, dried (Na2SO4) concentrated in vacuo and purified by co... Starting materials: Compound II, ClC1=CC=C(CNC(=O)NN(C)CC(=O)O)C=C1 (2-(2-(4-chlorobenzylcarbamoyl)-1-methylhydrazinyl)acetic acid), N[C@H](C(=O)N(CC=1C=CC=C2C=CC=NC12)[C@H](C(OCC)OCC)C)C ((S)-2-amino-N—((S)-1,1-diethoxypropan-2-yl)-N-(quinolin-8-ylmethyl)propanamide). The product is ClC1=CC=C(CNC(NN(C)CC(=O)N[C@H](C(=O)N(CC=2C=CC=C3C=CC=NC23)[C@H](C(OCC)OCC)C)C)=O)C=C1 (4-(4-chlorobenzyl)-1-(2-((S)-1-(((S)-1,1-diethoxypropan-2-yl)(quinolin-8-ylmethyl)amino)-1-oxopropan-2-ylamino)-2-oxoethyl)-1-methylsemicarbazide). Reaction SMILES: [Cl:1][C:2]1[CH:18]=[CH:17][C:5]([CH2:6][NH:7][C:8]([NH:10][N:11]([CH2:13][C:14]([OH:16])=O)[CH3:12])=[O:9])=[CH:4][CH:3]=1.[NH2:19][C@@H:20]([CH3:44])[C:21]([N:23]([C@@H:35]([CH3:43])[CH:36]([O:40][CH2:41][CH3:42])[O:37][CH2:38][CH3:39])[CH2:24][C:25]1[CH:26]=[CH:27][CH:28]=[C:29]2[C:34]=1[N:33]=[CH:32][CH:31]=[CH:30]2)=[O:22]>>[Cl:1][C:2]1[CH:3]=[CH:4][C:5]([CH2:6][NH:7][C:8](=[O:9])[NH:10][N:11]([CH2:13][C:14]([NH:19][C@@H:20]([CH3:44])[C:21]([N:23]([C@@H:35]([CH3:43])[CH:36]([O:40][CH2:41][CH3:42])[O:37][CH2:38][CH3:39])[CH2:24][C:25]2[CH:26]=[CH:27][CH:28]=[C:29]3[C:34]=2[N:33]=[CH:32][CH:31]=[CH:30]3)=[O:22])=[O:16])[CH3:12])=[CH:17][CH:18]=1. Procedure details: According to the procedure described in the synthesis method of Compound II-15, 2-(2-(4-chlorobenzylcarbamoyl)-1-methylhydrazinyl)acetic acid (Compound VI-7) 113 mg (0.42 mmol) was coupled with (S)-2-amino-N—((S)-1,1-diethoxypropan-2-yl)-N-(quinolin-8-ylmethyl)propanamide (Compound IV-11) 100 mg (0.28 mmol) to obtain the title compound. The solvent is C(C)#N (acetonitrile), C(C)#N (acetonitrile). RXN SMILES: [OH-].[K+].[NH2:3][C:4]1[S:5][C:6]([CH3:11])=[CH:7][C:8]=1[C:9]#[N:10].F[C:13]1[CH:18]=[CH:17][CH:16]=[CH:15][C:14]=1[N+:19]([O-:21])=[O:20].O>C(#N)C>[N+:19]([C:14]1[CH:15]=[CH:16][CH:17]=[CH:18][C:13]=1[NH:3][C:4]1[S:5][C:6]([CH3:11])=[CH:7][C:8]=1[C:9]#[N:10])([O-:21])=[O:20] |f:0.1|. Product: [N+](=O)([O-])C1=C(NC=2SC(=CC2C#N)C)C=CC=C1 (2-(2-Nitroanilino)-5-methylthiophene-3-carbonitrile). The yield is 74.6%. Procedure: Potassium hydroxide (101.4 g) in acetonitrile (150 ml) is taken under nitrogen and cooled to 0-5° C. A solution of 2-amino-5-methylthiophene-3-carbonitrile (100 g) and o-fluoronitrobenzene (122.6 g) in acetonitrile (550 ml) is added. The reaction is then stirred for 3 hours and chilled water is added. The solid thus obtained is filtered off and air-dried. The solid is crystallized from water-methanol mixture and the crystallized solid is dried under vacuum at 40-45° C. to obtain the title compou... Starting materials: [OH-].[K+] (Potassium hydroxide), O (water), NC=1SC(=CC1C#N)C (2-amino-5-methylthiophene-3-carbonitrile), FC1=C(C=CC=C1)[N+](=O)[O-] (o-fluoronitrobenzene). Run at temperature 2.5 celsius, time 3 hour. The product is COC([C@]1(N(CCC1)C(=O)OC(C)(C)C)CC1=CC=C(C=C1)Br)=O (N-(tert-butoxycarbonyl)-2-(4-bromobenzyl)proline methyl ester). Solvent: C1CCOC1 (THF), CCOC(=O)C (EtOAc), C1CCOC1 (THF), C1CCOC1 (THF). Reported procedure: To a solution of N-(tert-butoxycarbonyl)proline methyl ester (1.30 g) in THF (20 mL) at −78° C. was added a solution of KHMDS (1.25 g) in THF (20 mL). After 45 minutes, a solution of 4-bromobenzyl bromide (1.59 g) in THF (20 mL) was added at −78° C. The reaction mixture was warmed to room temperature over 3 hours and stirred for an additional 3 hours. The mixture was diluted with EtOAc, washed with water and brine, dried (Na2SO4), filtered and concentrated. Purification by flash column chromatog... Run at time 45 minute. Reactants: BrC1=CC=C(CBr)C=C1 (4-bromobenzyl bromide), COC([C@H]1N(CCC1)C(=O)OC(C)(C)C)=O (N-(tert-butoxycarbonyl)proline methyl ester), C[Si](C)(C)[N-][Si](C)(C)C.[K+] (KHMDS). As a reaction SMILES: [CH3:1][O:2][C:3](=[O:16])[C@@H:4]1[CH2:8][CH2:7][CH2:6][N:5]1[C:9]([O:11][C:12]([CH3:15])([CH3:14])[CH3:13])=[O:10].C[Si]([N-][Si](C)(C)C)(C)C.[K+].[Br:27][C:28]1[CH:35]=[CH:34][C:31]([CH2:32]Br)=[CH:30][CH:29]=1>C1COCC1.CCOC(C)=O>[CH3:1][O:2][C:3](=[O:16])[C@:4]1([CH2:32][C:31]2[CH:34]=[CH:35][C:28]([Br:27])=[CH:29][CH:30]=2)[CH2:8][CH2:7][CH2:6][N:5]1[C:9]([O:11][C:12]([CH3:13])([CH3:15])[CH3:14])=[O:10] |f:1.2|. Yield: 21.0%. Reactants: CCOC(=O)CS(=O)(=O)Nc1cc(C(C)C)ccc1CCNC(=O)OC(C)(C)C, O=C([O-])[O-], CCI, CN(C)C=O, [K+], [K+], O. Product: CCOC(=O)CS(=O)(=O)N(CC)c1cc(C(C)C)ccc1CCNC(=O)OC(C)(C)C. RXN SMILES: [C:1]([CH3:2])([CH3:3])([CH3:4])[O:5][C:6](=[O:7])[NH:8][CH2:9][CH2:10][c:11]1[c:12]([NH:20][S:21](=[O:22])(=[O:23])[CH2:24][C:25](=[O:26])[O:27][CH2:28][CH3:29])[cH:13][c:14]([CH:17]([CH3:18])[CH3:19])[cH:15][cH:16]1.[C:30](=[O:31])([O-:32])[O-:33].[CH2:36]([CH3:37])[I:38].[CH3:40][N:41]([CH3:42])[CH:43]=[O:44].[K+:34].[K+:35].[OH2:39]>>[C:1]([CH3:2])([CH3:3])([CH3:4])[O:5][C:6](=[O:7])[NH:8][CH2:9][CH2:10][c:11]1[c:12]([N:20]([S:21](=[O:22])(=[O:23])[CH2:24][C:25](=[O:26])[O:27][CH2:28][CH3:29])[CH2:36][CH3:37])[cH:13][c:14]([CH:17]([CH3:18])[CH3:19])[cH:15][cH:16]1. The reactants are [OH-].[Na+] (sodium hydroxide), ClC1=C2C=CC=NC2=C(C=C1)OC/C=C/C(=O)OCC (ethyl (E)-4-(5-chloroquinoline-8-yloxy)-2-butenoate), solution, CNC (dimethylamine). Reagents/catalysts: S(=O)(=O)(O)[O-].C(CCC)[N+](CCCC)(CCCC)CCCC (tetrabutylammonium hydrogen sulfate). Run in O (water), O (water), ClCCl (dichloromethane). Reaction conditions: time 2 day. Yields the product ClC1=C2C=CC=NC2=C(C=C1)OCC(CC(=O)OCC)N(C)C (Ethyl (RS)-4-(5-chloroquinoline-8-yloxy)-3-dimethylaminobutanoate). The yield is 15.0%. RXN SMILES: [Cl:1][C:2]1[CH:11]=[CH:10][C:9]([O:12][CH2:13]/[CH:14]=[CH:15]/[C:16]([O:18][CH2:19][CH3:20])=[O:17])=[C:8]2[C:3]=1[CH:4]=[CH:5][CH:6]=[N:7]2.[CH3:21][NH:22][CH3:23].[OH-].[Na+]>O.S([O-])(O)(=O)=O.C([N+](CCCC)(CCCC)CCCC)CCC.ClCCl>[Cl:1][C:2]1[CH:11]=[CH:10][C:9]([O:12][CH2:13][CH:14]([N:22]([CH3:23])[CH3:21])[CH2:15][C:16]([O:18][CH2:19][CH3:20])=[O:17])=[C:8]2[C:3]=1[CH:4]=[CH:5][CH:6]=[N:7]2 |f:2.3,5.6|. Reported procedure: A mixture of 5.8 g (20 mmol) of ethyl (E)-4-(5-chloroquinoline-8-yloxy)-2-butenoate, 20 ml of a 60% solution of dimethylamine in water and 0.34 g (1.0 mmol) of tetrabutylammonium hydrogen sulfate in 50 ml of dichloromethane, 40 ml of water and 10 ml of 2N sodium hydroxide solution was allowed to stand for two days at room temperature. The organic phase was separated off, and the aqueous phase was extracted twice using dichloromethane. After drying over magnesium sulfate, the solvent was stripped... The reactants are N[C@H](C(=O)O)CC1=CC=C(C=C1)OCCC=1N=C(OC1C)C1=CC=CC=C1 ((2S)-2-amino-3-{4-[2-(5-methyl-2-phenyl-1,3oxazol-4-yl)ethoxy]phenyl}propanoic acid), COC1=CC=C(C=C1)C(CC(C)=O)=O (1-(4-methoxyphenyl)-1,3-butanedione). The product is COC1=CC=C(C=C1)C(\C=C(\C)/N[C@H](C(=O)O)CC1=CC=C(C=C1)OCCC=1N=C(OC1C)C1=CC=CC=C1)=O ((2S)-2-{[(Z)-3-(4-methoxyphenyl)-1-methyl-3-oxo-1-propenyl]amino}-3-{4-[2-(5-methyl-2-phenyl-1,3-oxazol-4-yl)ethoxy]phenyl}propanoic acid), Example 41. Reaction SMILES: [NH2:1][C@@H:2]([CH2:6][C:7]1[CH:12]=[CH:11][C:10]([O:13][CH2:14][CH2:15][C:16]2[N:17]=[C:18]([C:22]3[CH:27]=[CH:26][CH:25]=[CH:24][CH:23]=3)[O:19][C:20]=2[CH3:21])=[CH:9][CH:8]=1)[C:3]([OH:5])=[O:4].[CH3:28][O:29][C:30]1[CH:35]=[CH:34][C:33]([C:36](=[O:41])[CH2:37][C:38](=O)[CH3:39])=[CH:32][CH:31]=1>>[CH3:28][O:29][C:30]1[CH:35]=[CH:34][C:33]([C:36](=[O:41])/[CH:37]=[C:38](\[NH:1][C@@H:2]([CH2:6][C:7]2[CH:12]=[CH:11][C:10]([O:13][CH2:14][CH2:15][C:16]3[N:17]=[C:18]([C:22]4[CH:27]=[CH:26][CH:25]=[CH:24][CH:23]=4)[O:19][C:20]=3[CH3:21])=[CH:9][CH:8]=2)[C:3]([OH:5])=[O:4])/[CH3:39])=[CH:32][CH:31]=1. Reported procedure: The title compound was prepared (as described above for the preparation of Example 2) from 100 mg (0.27 mmol) of Intermediate 45 and 52 mg (0.27 mmol) of Intermediate 22 to yield 126 mg of Example 41. TLC (EtOAc/MeOH (7:3): Rf=0.44: 1H NMR (DMSO-d6, 400 MHz) δ11.30 (d, 1H, J=7.00), 7.87 (m. 2H), 7.73 (d, 2H, J=8.72), 7.45 (m, 3H), 7.10 (d, 2H, J=8.37), 6.88 (d, 2H, J=8.89), 6.77 (d, 2H, J=8.37), 5.74 (s, 1H), 4.11 (m, 2H), 4.01(m, br, 1H), 3.13 (m, 1H), 2.86 (m, 2H), 2.72 (m, 1H), 2.31 (s, 3H), ...